Dataset: the Open Reaction Database (ORD), a public repository of structured organic reaction records. Task: describe an organic reaction: reactants, conditions, products, and yield The reactants are O=C([O-])[O-], [K+], [K+], O=[N+]([O-])c1ccc(Cl)nc1, NC(=O)C1CCNCC1, C1COCCO1, O. The product is NC(=O)C1CCN(c2ccc([N+](=O)[O-])cn2)CC1. As a reaction SMILES: [C:20](=[O:21])([O-:22])[O-:23].[K+:24].[K+:25].[N+:1](=[O:2])([O-:3])[c:4]1[cH:5][cH:6][c:7]([Cl:10])[n:8][cH:9]1.[NH:11]1[CH2:12][CH2:13][CH:14]([C:17](=[O:18])[NH2:19])[CH2:15][CH2:16]1.[O:26]1[CH2:27][CH2:28][O:29][CH2:30][CH2:31]1.[OH2:32]>>[N+:1](=[O:2])([O-:3])[c:4]1[cH:5][cH:6][c:7]([N:11]2[CH2:12][CH2:13][CH:14]([C:17](=[O:18])[NH2:19])[CH2:15][CH2:16]2)[n:8][cH:9]1. The reactants are FCC1(OC2=C(C(=C1)C(=O)NC)C=C(C=C2)[N+](=O)[O-])CF (2,2-bis(fluoromethyl)-N-methyl-6-nitro-2H-1-benzopyran-4-carboxamide), COC=1C=CC(=CC1)P2(=S)SP(=S)(S2)C=3C=CC(=CC3)OC (Lawesson's reagent). The solvent is C1=CC=CC=C1 (benzene). The product is FCC1(OC2=C(C(=C1)C(NC)=S)C=C(C=C2)[N+](=O)[O-])CF (2,2-bis(fluoromethyl)-N-methyl-6-nitro-2H-1-benzopyran-4-carbothioamide). Yield: 152.3%. RXN SMILES: [F:1][CH2:2][C:3]1([CH2:20][F:21])[CH:8]=[C:7]([C:9]([NH:11][CH3:12])=O)[C:6]2[CH:13]=[C:14]([N+:17]([O-:19])=[O:18])[CH:15]=[CH:16][C:5]=2[O:4]1.COC1C=CC(P2(SP(C3C=CC(OC)=CC=3)(=S)S2)=[S:31])=CC=1>C1C=CC=CC=1>[F:1][CH2:2][C:3]1([CH2:20][F:21])[CH:8]=[C:7]([C:9](=[S:31])[NH:11][CH3:12])[C:6]2[CH:13]=[C:14]([N+:17]([O-:19])=[O:18])[CH:15]=[CH:16][C:5]=2[O:4]1. Procedure details: A mixture of 0.08 g of 2,2-bis(fluoromethyl)-N-methyl-6-nitro-2H-1-benzopyran-4-carboxamide, 0.06 g of a Lawesson's reagent and 2 ml of benzene was refluxed with heating for 1 hour. The solvent was distilled. The resultant residue was purified according to silica gel column chromatography (developing solution:CH2Cl2) and further recrystallized by a mixed solvent of ethyl acetate and hexane to obtain 71 mg of 2,2-bis(fluoromethyl)-N-methyl-6-nitro-2H-1-benzopyran-4-carbothioamide with a melting p... The reactants are CC(=O)OCC1OC(OC2C(COC(C)=O)OC(OC3C(COC(C)=O)OC(OCCBr)C(N4C(=O)c5ccccc5C4=O)C3OC(C)=O)C(OC(C)=O)C2OC(C)=O)C(OC(C)=O)C(OC(C)=O)C1OC(C)=O, O=C([O-])[O-], CCCCCCCCCCCCCCCCCCS, CN(C)C=O, [Cs+], [Cs+]. Product: CCCCCCCCCCCCCCCCCCSCCOC1OC(COC(C)=O)C(OC2OC(COC(C)=O)C(OC3OC(COC(C)=O)C(OC(C)=O)C(OC(C)=O)C3OC(C)=O)C(OC(C)=O)C2OC(C)=O)C(OC(C)=O)C1N1C(=O)c2ccccc2C1=O. RXN SMILES: [C:1]([CH3:2])(=[O:3])[O:4][CH:5]1[CH:6]([N:64]2[C:65](=[O:74])[c:66]3[c:67]([cH:70][cH:71][cH:72][cH:73]3)[C:68]2=[O:69])[CH:7]([O:8][CH2:9][CH2:10][Br:11])[O:12][CH:13]([CH2:59][O:60][C:61]([CH3:62])=[O:63])[CH:14]1[O:15][CH:16]1[CH:17]([O:18][C:19]([CH3:20])=[O:21])[CH:22]([O:23][C:24]([CH3:25])=[O:26])[CH:27]([O:28][CH:29]2[CH:30]([O:31][C:32]([CH3:33])=[O:34])[CH:35]([O:36][C:37]([CH3:38])=[O:39])[CH:40]([O:41][C:42]([CH3:43])=[O:44])[CH:45]([CH2:47][O:48][C:49]([CH3:50])=[O:51])[O:46]2)[CH:52]([CH2:54][O:55][C:56]([CH3:57])=[O:58])[O:53]1.[C:94](=[O:95])([O-:96])[O-:97].[CH2:75]([CH2:76][CH2:77][CH2:78][CH2:79][CH2:80][CH2:81][CH2:82][CH2:83][CH2:84][CH2:85][CH2:86][CH2:87][CH2:88][CH2:89][CH2:90][CH2:91][CH3:92])[SH:93].[CH3:100][N:101]([CH3:102])[CH:103]=[O:104].[Cs+:98].[Cs+:99]>>[C:1]([CH3:2])(=[O:3])[O:4][CH:5]1[CH:6]([N:64]2[C:65](=[O:74])[c:66]3[c:67]([cH:70][cH:71][cH:72][cH:73]3)[C:68]2=[O:69])[CH:7]([O:8][CH2:9][CH2:10][S:93][CH2:75][CH2:76][CH2:77][CH2:78][CH2:79][CH2:80][CH2:81][CH2:82][CH2:83][CH2:84][CH2:85][CH2:86][CH2:87][CH2:88][CH2:89][CH2:90][CH2:91][CH3:92])[O:12][CH:13]([CH2:59][O:60][C:61]([CH3:62])=[O:63])[CH:14]1[O:15][CH:16]1[CH:17]([O:18][C:19]([CH3:20])=[O:21])[CH:22]([O:23][C:24]([CH3:25])=[O:26])[CH:27]([O:28][CH:29]2[CH:30]([O:31][C:32]([CH3:33])=[O:34])[CH:35]([O:36][C:37]([CH3:38])=[O:39])[CH:40]([O:41][C:42]([CH3:43])=[O:44])[CH:45]([CH2:47][O:48][C:49]([CH3:50])=[O:51])[O:46]2)[CH:52]([CH2:54][O:55][C:56]([CH3:57])=[O:58])[O:53]1. The reactants are NC(=O)OCC1c2c(O)cc(C=O)cc2N2CC3NC3C1(O)O2, O=C([O-])O, CON, CO, Cl, [Na+]. The product is CON=Cc1cc(O)c2c(c1)N1CC3NC3C(O)(O1)C2COC(N)=O. As a reaction SMILES: [C:1]([NH2:2])([O:3][CH2:4][CH:5]1[c:6]2[c:7]([OH:22])[cH:8][c:9]([CH:20]=[O:21])[cH:10][c:11]2[N:12]2[CH2:13][CH:14]3[NH:15][CH:16]3[C:17]1([OH:19])[O:18]2)=[O:23].[C:28](=[O:29])([OH:30])[O-:31].[CH3:25][O:26][NH2:27].[CH3:33][OH:34].[ClH:24].[Na+:32]>>[C:1]([NH2:2])([O:3][CH2:4][CH:5]1[c:6]2[c:7]([OH:22])[cH:8][c:9]([CH:20]=[N:27][O:26][CH3:25])[cH:10][c:11]2[N:12]2[CH2:13][CH:14]3[NH:15][CH:16]3[C:17]1([OH:19])[O:18]2)=[O:23]. The reactants are [Na+], [Na+], O=C([O-])[O-], CC(CN)Oc1ccccc1, O, O=C(Cl)Cc1ccccc1, c1ccccc1. Yields the product CC(CNC(=O)Cc1ccccc1)Oc1ccccc1. As a reaction SMILES: [Na+:22].[Na+:23].[O-:24][C:25](=[O:26])[O-:27].[O:1]([c:2]1[cH:3][cH:4][cH:5][cH:6][cH:7]1)[CH:8]([CH2:9][NH2:10])[CH3:11].[OH2:28].[c:12]1([CH2:18][C:19](=[O:20])[Cl:21])[cH:13][cH:14][cH:15][cH:16][cH:17]1.[cH:29]1[cH:30][cH:31][cH:32][cH:33][cH:34]1>>[O:1]([c:2]1[cH:3][cH:4][cH:5][cH:6][cH:7]1)[CH:8]([CH2:9][NH:10][C:19]([CH2:18][c:12]1[cH:13][cH:14][cH:15][cH:16][cH:17]1)=[O:20])[CH3:11].